From a dataset of the Open Reaction Database (ORD), a public repository of structured organic reaction records. describe an organic reaction: reactants, conditions, products, and yield Starting materials: CC(C)(C1=CC=C(C=C1)OCC2CO2)C3=CC=C(C=C3)OCC4CO4 (Diglycidyl ether of bisphenol A), CC(C)(C1=CC=C(C=C1)O)C2=CC=C(C=C2)O.C1C(O1)CCl (Epon 828). Procedure details: Diglycidyl ether of bisphenol A available commercially under the trade designation of Epon 828, Yields the product C1C2C3CC4C(C3C1C5C2O5)O4 (Dicyclopentadiene Dioxide). Reaction SMILES: CC(C1C=CC(OCC2OC2)=CC=1)(C1C=CC(OCC2OC2)=CC=1)C.C[C:27]([C:36]1[CH:41]=[CH:40][C:39]([OH:42])=[CH:38][CH:37]=1)(C1C=CC(O)=CC=1)C.[CH2:43]1[O:45][CH:44]1[CH2:46]Cl>>[CH2:41]1[CH:40]2[CH:39]3[O:42][CH:27]3[CH:36]1[CH:37]1[CH:46]2[CH:44]2[O:45][CH:43]2[CH2:38]1 |f:1.2|. Reactants: CN(C)Cc1cc([N+](=O)[O-])cc2c(Nc3cccc(Br)c3)c(C#N)cnc12, CC(=O)O, CO, [Fe]. Yields the product CN(C)Cc1cc(N)cc2c(Nc3cccc(Br)c3)c(C#N)cnc12. RXN SMILES: [Br:1][c:2]1[cH:3][c:4]([NH:8][c:9]2[c:10]([C:26]#[N:27])[cH:11][n:12][c:13]3[c:14]([CH2:22][N:23]([CH3:24])[CH3:25])[cH:15][c:16]([N+:19]([O-:20])=[O:21])[cH:17][c:18]23)[cH:5][cH:6][cH:7]1.[CH3:28][C:29](=[O:30])[OH:31].[CH3:33][OH:34].[Fe:32]>>[Br:1][c:2]1[cH:3][c:4]([NH:8][c:9]2[c:10]([C:26]#[N:27])[cH:11][n:12][c:13]3[c:14]([CH2:22][N:23]([CH3:24])[CH3:25])[cH:15][c:16]([NH2:19])[cH:17][c:18]23)[cH:5][cH:6][cH:7]1. Reactants: [H-].C(C(C)C)[Al+]CC(C)C.CCCCCC (diisobutylaluminum hydride n-hexane), O1CCCC1 (tetrahydrofuran), C(C)OC(=O)C1=CN2C(S1)=CN=C2C(=O)OCC (2,5-diethoxycarbonylimidazo[5,1-b]thiazole). Solvent: CO (methanol). Reaction conditions: temperature -78 celsius, time 2 hour. Product: OCC1=CN2C(S1)=CN=C2CO (2,5-dihydroxymethylimidazo[5,1-b]thiazole). Isolated yield 73.6%. RXN SMILES: [H-].C([Al+]CC(C)C)C(C)C.CCCCCC.O1CCCC1.C([O:24][C:25]([C:27]1[S:31][C:30]2=[CH:32][N:33]=[C:34]([C:35](OCC)=[O:36])[N:29]2[CH:28]=1)=O)C>CO>[OH:24][CH2:25][C:27]1[S:31][C:30]2=[CH:32][N:33]=[C:34]([CH2:35][OH:36])[N:29]2[CH:28]=1 |f:0.1.2|. Reported procedure: A 9.4 ml portion of a 1.5N diisobutylaluminum hydride/n-hexane solution was added to 10 ml of an anhydrous tetrahydrofuran solution containing 0.758 g of 2,5-diethoxycarbonylimidazo[5,1-b]thiazole, and the mixture was then stirred at -78° C. for 2 hours. Then, 10 ml of methanol was added to the reaction solution, and after stirring for 30 minutes, the solution was subjected to Celite filtration. The solvent was evaporated under reduced pressure, and the resulting crude product was purified by a ... Starting materials: CS(C)=O, NCc1ccc(C(F)(F)F)c(F)c1, CCC(C(=O)O)c1cccc2cnccc12, O=C(O)Cc1cccc2cnccc12. Yields the product CCC(C(=O)NCc1ccc(C(F)(F)F)c(F)c1)c1cccc2cnccc12. Reaction SMILES: [CH3:44][S:45]([CH3:46])=[O:47].[F:1][c:2]1[cH:3][c:4]([CH2:5][NH2:6])[cH:7][cH:8][c:9]1[C:10]([F:11])([F:12])[F:13].[cH:14]1[n:15][cH:16][cH:17][c:18]2[c:19]([CH:24]([C:25](=[O:26])[OH:27])[CH2:28][CH3:29])[cH:20][cH:21][cH:22][c:23]12.[cH:30]1[c:31]2[c:32]([c:33]([CH2:34][C:35]([OH:36])=[O:37])[cH:38][cH:39][cH:40]2)[cH:41][cH:42][n:43]1>>[F:1][c:2]1[cH:3][c:4]([CH2:5][NH:6][C:25]([CH:24]([c:19]2[c:18]3[cH:17][cH:16][n:15][cH:14][c:23]3[cH:22][cH:21][cH:20]2)[CH2:28][CH3:29])=[O:26])[cH:7][cH:8][c:9]1[C:10]([F:11])([F:12])[F:13]. Reactants: ice water, 20g, BrC1=C(SC=C1)C(=O)C1=C(C=CC=C1)OC ((3-bromothien-2-yl) (2-methoxyphenyl)methanone), Cl.NO (hydroxylamine hydrochloride). The solvent is N1=CC=CC=C1 (pyridine). Reaction conditions: time 16 hour. Product: BrC1=C(SC=C1)C(=NO)C1=C(C=CC=C1)OC ((3-Bromothien-2-yl) (2-methoxyphenyl)methanone oxime). RXN SMILES: [Br:1][C:2]1[CH:6]=[CH:5][S:4][C:3]=1[C:7]([C:9]1[CH:14]=[CH:13][CH:12]=[CH:11][C:10]=1[O:15][CH3:16])=O.Cl.[NH2:18][OH:19]>N1C=CC=CC=1>[Br:1][C:2]1[CH:6]=[CH:5][S:4][C:3]=1[C:7]([C:9]1[CH:14]=[CH:13][CH:12]=[CH:11][C:10]=1[O:15][CH3:16])=[N:18][OH:19] |f:1.2|. Reported procedure: A solution of 20g of (3-bromothien-2-yl) (2-methoxyphenyl)methanone in 200 g of pyridine containing 10 g of hydroxylamine hydrochloride was heated at 100° for 10 minutes and thereafter allowed to cool. After standing at room temperature for 16 hours, the solution was poured onto 600 g of ice water and the organics were extracted into ether. The combined ether solution was washed with 1N hydrochloric acid and water, and dried over anhydrous magnesium sulfate. Evaporation of the solvent under vacu... Yields the product CC(C)CC(CO)Nc1ccc(C(=O)c2sc(Nc3ccc(N4CCN(C)CC4)cc3)nc2N)cc1N. The reactants are CC(C)O, CO, ClCCl, CC(C)CC(CO)Nc1ccc(C(=O)c2sc(Nc3ccc(N4CCN(C)CC4)cc3)nc2N)cc1[N+](=O)[O-]. As a reaction SMILES: [CH3:40][CH:41]([OH:42])[CH3:43].[CH3:44][OH:45].[Cl:46][CH2:47][Cl:48].[NH2:1][c:2]1[n:3][c:4]([NH:26][c:27]2[cH:28][cH:29][c:30]([N:33]3[CH2:34][CH2:35][N:36]([CH3:39])[CH2:37][CH2:38]3)[cH:31][cH:32]2)[s:5][c:6]1[C:7](=[O:8])[c:9]1[cH:10][c:11]([N+:23]([O-:24])=[O:25])[c:12]([NH:15][CH:16]([CH2:17][CH:18]([CH3:19])[CH3:20])[CH2:21][OH:22])[cH:13][cH:14]1>>[NH2:1][c:2]1[n:3][c:4]([NH:26][c:27]2[cH:28][cH:29][c:30]([N:33]3[CH2:34][CH2:35][N:36]([CH3:39])[CH2:37][CH2:38]3)[cH:31][cH:32]2)[s:5][c:6]1[C:7](=[O:8])[c:9]1[cH:10][c:11]([NH2:23])[c:12]([NH:15][CH:16]([CH2:17][CH:18]([CH3:19])[CH3:20])[CH2:21][OH:22])[cH:13][cH:14]1. The reactants are CC=1C=CC2=C(C=C(O2)C(=O)OCC)C1 (Ethyl 5-Methyl-benzofuran-2-carboxylate), BrN1C(CCC1=O)=O (JV-bromosuccinimide), CC(C)(C#N)N=NC(C)(C)C#N (VAZO). Run in C(Cl)(Cl)(Cl)Cl (CCl4), ClCCl (dichloromethane). The product is BrCC=1C=CC2=C(C=C(O2)C(=O)OCC)C1 (ethyl 5-bromomethyl-benzofuran-2-carboxylate). Reaction SMILES: [CH3:1][C:2]1[CH:3]=[CH:4][C:5]2[O:9][C:8]([C:10]([O:12][CH2:13][CH3:14])=[O:11])=[CH:7][C:6]=2[CH:15]=1.[Br:16]N1C(=O)CCC1=O.CC(N=NC(C#N)(C)C)(C#N)C>C(Cl)(Cl)(Cl)Cl.ClCCl>[Br:16][CH2:1][C:2]1[CH:3]=[CH:4][C:5]2[O:9][C:8]([C:10]([O:12][CH2:13][CH3:14])=[O:11])=[CH:7][C:6]=2[CH:15]=1. Reported procedure: A mixture of the ester 25 (2.26 g, 11.1 mmol), JV-bromosuccinimide (2.37 g, 13.3 mmol) and VAZO (271 mg, 1.11 mmol) was refluxed overnight in CCl4 (50 mL) under nitrogen. The reaction mixture was cooled to the room temperature, diluted with dichloromethane and washed with water. The organic layer was dried over anhydrous MgSO4 and concentrated in vacuum. The residue was purified by flash chromatography (eluent 5% EtOAc in hexane) to give ethyl 5-bromomethyl-benzofuran-2-carboxylate. This compoun... The reactants are ClCCl, CS(=O)(=O)c1ccc(N2CCc3c(OC4CCNCC4)cccc32)cc1, CCN(C(C)C)C(C)C, Fc1cnc(Cl)nc1, Cl. The product is CS(=O)(=O)c1ccc(N2CCc3c(OC4CCN(c5ncc(F)cn5)CC4)cccc32)cc1. RXN SMILES: [CH2:45]([Cl:46])[Cl:47].[CH3:2][S:3](=[O:4])(=[O:5])[c:6]1[cH:7][cH:8][c:9]([N:12]2[CH2:13][CH2:14][c:15]3[c:16]([O:21][CH:22]4[CH2:23][CH2:24][NH:25][CH2:26][CH2:27]4)[cH:17][cH:18][cH:19][c:20]32)[cH:10][cH:11]1.[CH:28]([N:29]([CH2:30][CH3:31])[CH:32]([CH3:33])[CH3:34])([CH3:35])[CH3:36].[Cl:37][c:38]1[n:39][cH:40][c:41]([F:44])[cH:42][n:43]1.[ClH:1]>>[CH3:2][S:3](=[O:4])(=[O:5])[c:6]1[cH:7][cH:8][c:9]([N:12]2[CH2:13][CH2:14][c:15]3[c:16]([O:21][CH:22]4[CH2:23][CH2:24][N:25]([c:38]5[n:39][cH:40][c:41]([F:44])[cH:42][n:43]5)[CH2:26][CH2:27]4)[cH:17][cH:18][cH:19][c:20]32)[cH:10][cH:11]1. Reactants: ClC=1C=C2C=CC(=NC2=CC1)COC1=CC2=C(OCC3=C(C2O)C=CC=C3)C=C1 (2-(6-Chloroquinolin-2-yl)methoxy-11-hydroxy-6,11-dihydrodibenz[b,e]oxepine), SCCC(=O)O (3-mercaptopropionic acid). The product is C(=O)(O)CCSC1C2=C(OCC3=C1C=CC=C3)C=CC(=C2)OCC2=NC3=CC=C(C=C3C=C2)Cl (11-(2-Carboxyethylthio)-2-(6-chloroquinolin-2-yl)methoxy-6,11-dihydrodibenz[b,e]oxepine). Reaction SMILES: [Cl:1][C:2]1[CH:3]=[C:4]2[C:9](=[CH:10][CH:11]=1)[N:8]=[C:7]([CH2:12][O:13][C:14]1[CH:29]=[CH:28][C:17]3[O:18][CH2:19][C:20]4[CH:27]=[CH:26][CH:25]=[CH:24][C:21]=4[CH:22](O)[C:16]=3[CH:15]=1)[CH:6]=[CH:5]2.[SH:30][CH2:31][CH2:32][C:33]([OH:35])=[O:34]>>[C:33]([CH2:32][CH2:31][S:30][CH:22]1[C:21]2[CH:24]=[CH:25][CH:26]=[CH:27][C:20]=2[CH2:19][O:18][C:17]2[CH:28]=[CH:29][C:14]([O:13][CH2:12][C:7]3[CH:6]=[CH:5][C:4]4[C:9](=[CH:10][CH:11]=[C:2]([Cl:1])[CH:3]=4)[N:8]=3)=[CH:15][C:16]1=2)([OH:35])=[O:34]. Reported procedure: 2-(6-Chloroquinolin-2-yl)methoxy-11-hydroxy-6,11-dihydrodibenz[b,e]oxepine and 3-mercaptopropionic acid were used and reacted in the same manner as in Example 1 to obtain the title compound.